From a dataset of the Open Reaction Database (ORD), a public repository of structured organic reaction records. describe an organic reaction: reactants, conditions, products, and yield Reactants: C(CCC)OC1=CC=CC(=N1)C (6-butoxy-α-picoline), ClC1=CC(=CC=C1)C(=O)OO (m-chloroperbenzoic acid). Solvent: C(C)OCC (diethyl ether). The product is C(CCC)OC=1C=CC=C([N+]1[O-])C (6-butoxy-α-picoline N-oxide). Isolated yield 51.5%. Reaction SMILES: [CH2:1]([O:5][C:6]1[N:11]=[C:10]([CH3:12])[CH:9]=[CH:8][CH:7]=1)[CH2:2][CH2:3][CH3:4].ClC1C=CC=C(C(OO)=[O:21])C=1>C(OCC)C>[CH2:1]([O:5][C:6]1[CH:7]=[CH:8][CH:9]=[C:10]([CH3:12])[N+:11]=1[O-:21])[CH2:2][CH2:3][CH3:4]. Procedure details: To a solution of 19.0 g (0.12 mol) of 6-butoxy-α-picoline dissolved in 250 ml of diethyl ether was portionwise added 23.8 g (0.14 mol) of m-chloroperbenzoic acid under ice-cooling. After standing under ice-cooling for one hour, the mixture was further left to stand at room temperature for several days. The reaction mixture was extracted with water and then adjusted to pH=11 with an addition of sodium carbonate. After extraction with chloroform, the extract was concentrated under a reduced pressu... The reactants are C(C)OC(C(CCC)S(=O)(=O)C1=CC=C(C=C1)OC)=O (2-(4-methoxy-benzenesulfonyl)-pentanoic acid ethyl ester), ClCC1=CC=C(OCCN2CCCCCC2)C=C1 (1-[2-(4-chloromethyl-phenoxy)-ethyl]-azepane). Yields the product C(C)OC(C(CCC)(S(=O)(=O)C1=CC=C(C=C1)OC)CC1=CC=C(C=C1)OCCN1CCCCCC1)=O (2-[4-(2-Azepan-1-yl-ethoxy)-benzyl]-2-(4-methoxy-benzenesulfonyl)-pentanoic acid ethyl ester). Reaction SMILES: [CH2:1]([O:3][C:4](=[O:20])[CH:5]([S:9]([C:12]1[CH:17]=[CH:16][C:15]([O:18][CH3:19])=[CH:14][CH:13]=1)(=[O:11])=[O:10])[CH2:6][CH2:7][CH3:8])[CH3:2].Cl[CH2:22][C:23]1[CH:38]=[CH:37][C:26]([O:27][CH2:28][CH2:29][N:30]2[CH2:36][CH2:35][CH2:34][CH2:33][CH2:32][CH2:31]2)=[CH:25][CH:24]=1>>[CH2:1]([O:3][C:4](=[O:20])[C:5]([CH2:22][C:23]1[CH:24]=[CH:25][C:26]([O:27][CH2:28][CH2:29][N:30]2[CH2:36][CH2:35][CH2:34][CH2:33][CH2:32][CH2:31]2)=[CH:37][CH:38]=1)([S:9]([C:12]1[CH:17]=[CH:16][C:15]([O:18][CH3:19])=[CH:14][CH:13]=1)(=[O:10])=[O:11])[CH2:6][CH2:7][CH3:8])[CH3:2]. Procedure details: 2-[4-(2-Azepan-1-yl-ethoxy)-benzyl]-2-(4-methoxy-benzenesulfonyl)-pentanoic acid ethyl ester was prepared according to the general method as outlined in example 12. Starting from 2-(4-methoxy-benzenesulfonyl)-pentanoic acid ethyl ester (3.5 g, 11.7 mmol) and 1-[2-(4-chloromethyl-phenoxy)-ethyl]-azepane (3.9 g, 12.8 mmol). Yield 2.58 g (42%); brown oil; MS: 532.4 (M+H)+.